Dataset: the Open Reaction Database (ORD), a public repository of structured organic reaction records. Task: describe an organic reaction: reactants, conditions, products, and yield The reactants are C(C)(C)(C)OC(=O)N1CCN(CC1)C1=CC(=CC=2C(=C(OC21)C#N)CC2=CC=CC=C2)C (4-(3-Benzyl-2-cyano-5-methyl-benzofuran-7-yl)-piperazine-1-carboxylic acid tert-butyl ester), B1(OO1)[O-].O.O.O.O.[Na+] (sodium perborate tetrahydrate), C(C)O (ethanol). Run in [Cl-].[Na+].O (brine), O (water), O (water). Conditions: temperature 130 celsius. The product is C(C)(C)(C)OC(=O)N1CCN(CC1)C1=CC(=CC=2C(=C(OC21)C(N)=O)CC2=CC=CC=C2)C (4-(3-benzyl-2-carbamoyl-5-methyl-benzofuran-7-yl)-piperazine-1-carboxylic acid tert-butyl ester). Yield: 79.4%. Reaction SMILES: [C:1]([O:5][C:6]([N:8]1[CH2:13][CH2:12][N:11]([C:14]2[C:22]3[O:21][C:20]([C:23]#[N:24])=[C:19]([CH2:25][C:26]4[CH:31]=[CH:30][CH:29]=[CH:28][CH:27]=4)[C:18]=3[CH:17]=[C:16]([CH3:32])[CH:15]=2)[CH2:10][CH2:9]1)=[O:7])([CH3:4])([CH3:3])[CH3:2].B1([O-])O[O:34]1.O.O.O.O.[Na+].C(O)C>[Cl-].[Na+].O.O>[C:1]([O:5][C:6]([N:8]1[CH2:9][CH2:10][N:11]([C:14]2[C:22]3[O:21][C:20]([C:23](=[O:34])[NH2:24])=[C:19]([CH2:25][C:26]4[CH:27]=[CH:28][CH:29]=[CH:30][CH:31]=4)[C:18]=3[CH:17]=[C:16]([CH3:32])[CH:15]=2)[CH2:12][CH2:13]1)=[O:7])([CH3:4])([CH3:3])[CH3:2] |f:1.2.3.4.5.6,8.9.10|. Procedure details: 4-(3-Benzyl-2-cyano-5-methyl-benzofuran-7-yl)-piperazine-1-carboxylic acid tert-butyl ester (0.302 gm, 0.7 mmol), sodium perborate tetrahydrate (0.43 gm, 2.8 mmol), ethanol (8 ml) and water (8 ml) were combined in a vial and heated in a microwave reactor to 130° C. for 10 minutes. The reaction mixture was cooled to room temperature, diluted with brine and water and extracted three times with ethyl acetate. The solution was dried over magnesium sulfate and purified by column chromatography (metha... Reactants: [OH-].[K+] (potassium hydroxide), C(/C=C/CCl)Cl (trans 1,4-dichlorobutene-2), C(CC(=O)OCC)(=O)OCC (diethyl malonate), [Cl-] (chloride). Solvent: O (Water). Run at time 5 hour. Yields the product C(=C)C1C(C1)(C(=O)OCC)C(=O)OCC (diethyl 2-vinylcyclopropane-1,1-dicarboxylate). Yield: 20.1%. RXN SMILES: [OH-].[K+].[CH2:3](Cl)/[CH:4]=[CH:5]/[CH2:6]Cl.[C:9]([O:17][CH2:18][CH3:19])(=[O:16])[CH2:10][C:11]([O:13][CH2:14][CH3:15])=[O:12].[Cl-]>O>[CH:4]([CH:5]1[CH2:6][C:10]1([C:11]([O:13][CH2:14][CH3:15])=[O:12])[C:9]([O:17][CH2:18][CH3:19])=[O:16])=[CH2:3] |f:0.1|. Procedure details: Diethyl 2-vinylcyclopropane-1,1-dicarboxylate was prepared as follows: Fifty percent aqueous potassium hydroxide solutin (168 g) was added dropwise to a vigorously stirred solution of 125 g (1.0 mol) trans 1,4-dichlorobutene-2, 80 g (0.50 mol) diethyl malonate and 3.2 g tricaprylymethylammonium chloride while the temperature was maintained at 25°-30° C. When the addition was complete, the reaction mixture was stirred at ambient temperature for an additional five hours. Water was then added to th... Starting materials: C(C)(C)(C)OC(=O)N1CC2=CC(=CC=C2CC1)OCSC (7-methylthiomethoxy-1,2,3,4-tetrahydroisoquinoline-2-carboxylic acid tert-butyl ester), S(=O)(=O)(Cl)Cl (sulfuryl chloride). The solvent is C(Cl)Cl (methylene chloride), C(Cl)Cl (methylene chloride). Conditions: time 1 hour. The product is C(C)(C)(C)OC(=O)N1CC2=CC(=CC=C2CC1)OCCl (7-Chloromethoxy-1,2,3,4-tetrahydroisoquinoline-2-carboxylic Acid tert-Butyl Ester). As a reaction SMILES: [C:1]([O:5][C:6]([N:8]1[CH2:17][CH2:16][C:15]2[C:10](=[CH:11][C:12]([O:18][CH2:19]SC)=[CH:13][CH:14]=2)[CH2:9]1)=[O:7])([CH3:4])([CH3:3])[CH3:2].S(Cl)([Cl:25])(=O)=O>C(Cl)Cl>[C:1]([O:5][C:6]([N:8]1[CH2:17][CH2:16][C:15]2[C:10](=[CH:11][C:12]([O:18][CH2:19][Cl:25])=[CH:13][CH:14]=2)[CH2:9]1)=[O:7])([CH3:4])([CH3:3])[CH3:2]. Procedure details: To a solution of 7-methylthiomethoxy-1,2,3,4-tetrahydroisoquinoline-2-carboxylic acid tert-butyl ester (9.6 g) in methylene chloride (100 ml) was added a solution of sulfuryl chloride (2.75 ml) in methylene chloride (30 ml) under an argon atmosphere and with ice-cooling, and the mixture was stirred at the same temperature for 1 hour. The solvent was evaporated and toluene was added to the obtained residue to filter off insoluble material. The solvent was evaporated and dried under reduced pressu... Reactants: NC(NCCC[C@@H](NC(C(C1=CC=CC=C1)C1=CC=CC=C1)=O)C(=O)NCC1=CC=C(C=C1)CC(=O)N(CC(=O)OC)CC(=O)OC)=N[N+](=O)[O-] ((R)-N5 -(amino(nitroimino)-methyl]-N-[[4-[[[bis-(methoxycarbonylmethyl)amino]carbonyl]methyl]phenyl]methyl]-N2 -(diphenylacetyl)-ornithinamide), C(C)(=O)O (acetic acid). Reagents/catalysts: [Pd] (palladium black). The product is COC(=O)CN(C(=O)CC1=CC=C(C=C1)CNC([C@H](NC(C(C1=CC=CC=C1)C1=CC=CC=C1)=O)CCCNC(N)=N)=O)CC(=O)OC.CC(=O)CC(=O)O ((R)-N-[[4-[[[Bis-(methoxycarbonylmethyl)amino]carbonyl]methyl]phenyl]methyl]-N2 -(diphenylacetyl)-argininamide diacetate). Isolated yield 63.0%. Reaction SMILES: [NH2:1][C:2](=[N:48][N+]([O-])=O)[NH:3][CH2:4][CH2:5][CH2:6][C@H:7]([C:24]([NH:26][CH2:27][C:28]1[CH:33]=[CH:32][C:31]([CH2:34][C:35]([N:37]([CH2:43][C:44]([O:46][CH3:47])=[O:45])[CH2:38][C:39]([O:41][CH3:42])=[O:40])=[O:36])=[CH:30][CH:29]=1)=[O:25])[NH:8][C:9](=[O:23])[CH:10]([C:17]1[CH:22]=[CH:21][CH:20]=[CH:19][CH:18]=1)[C:11]1[CH:16]=[CH:15][CH:14]=[CH:13][CH:12]=1.[C:52]([OH:55])(=[O:54])[CH3:53]>[Pd]>[CH3:42][O:41][C:39]([CH2:38][N:37]([CH2:43][C:44]([O:46][CH3:47])=[O:45])[C:35]([CH2:34][C:31]1[CH:30]=[CH:29][C:28]([CH2:27][NH:26][C:24](=[O:25])[C@@H:7]([CH2:6][CH2:5][CH2:4][NH:3][C:2](=[NH:1])[NH2:48])[NH:8][C:9](=[O:23])[CH:10]([C:17]2[CH:18]=[CH:19][CH:20]=[CH:21][CH:22]=2)[C:11]2[CH:16]=[CH:15][CH:14]=[CH:13][CH:12]=2)=[CH:33][CH:32]=1)=[O:36])=[O:40].[CH3:10][C:9]([CH2:53][C:52]([OH:55])=[O:54])=[O:23] |f:3.4|. Procedure: Prepared analogously to Example 4c) from (R)-N5 -(amino(nitroimino)-methyl]-N-[[4-[[[bis-(methoxycarbonylmethyl)amino]carbonyl]methyl]phenyl]methyl]-N2 -(diphenylacetyl)-ornithinamide by catalytic hydrogenation in the presence of palladium black and 80% aqueous acetic acid in a yield of 63% of theory.